This data is from the Open Reaction Database (ORD), a public repository of structured organic reaction records. The task is: describe an organic reaction: reactants, conditions, products, and yield Reactants: BrC1=CC=C2C=C(C(=C(C2=C1)C1=CC=C(C=C1)Cl)C(C(=O)OCC)OC(C)(C)C)C (ethyl 2-(7-bromo-1-(4-chlorophenyl)-3-methylnaphthalen-2-yl)-2-tert-butoxyacetate), N1=CC=C(C=C1)C(C)(C#C)O (2-(pyridin-4-yl)but-3-yn-2-ol). The product is C(C)(C)(C)O[C@H](C(=O)O)C1=C(C2=CC(=CC=C2C=C1C)C#CC(C)(C1=CC=NC=C1)O)C1=CC=C(C=C1)Cl ((2S)-2-tert-butoxy-2-(1-(4-chlorophenyl)-7-(3-hydroxy-3-(pyridin-4-yl)but-1-ynyl)-3-methylnaphthalen-2-yl)acetic acid). As a reaction SMILES: Br[C:2]1[CH:11]=[C:10]2[C:5]([CH:6]=[C:7]([CH3:30])[C:8]([CH:19]([O:25][C:26]([CH3:29])([CH3:28])[CH3:27])[C:20]([O:22]CC)=[O:21])=[C:9]2[C:12]2[CH:17]=[CH:16][C:15]([Cl:18])=[CH:14][CH:13]=2)=[CH:4][CH:3]=1.[N:31]1[CH:36]=[CH:35][C:34]([C:37]([OH:41])([C:39]#[CH:40])[CH3:38])=[CH:33][CH:32]=1>>[C:26]([O:25][C@@H:19]([C:8]1[C:7]([CH3:30])=[CH:6][C:5]2[C:10](=[CH:11][C:2]([C:40]#[C:39][C:37]([OH:41])([C:34]3[CH:35]=[CH:36][N:31]=[CH:32][CH:33]=3)[CH3:38])=[CH:3][CH:4]=2)[C:9]=1[C:12]1[CH:17]=[CH:16][C:15]([Cl:18])=[CH:14][CH:13]=1)[C:20]([OH:22])=[O:21])([CH3:29])([CH3:27])[CH3:28]. Reported procedure: (2S)-2-tert-butoxy-2-(1-(4-chlorophenyl)-7-(3-hydroxy-3-(pyridin-4-yl)but-1-ynyl)-3-methylnaphthalen-2-yl)acetic acid was prepared by the method Example 8 from ethyl 2-(7-bromo-1-(4-chlorophenyl)-3-methylnaphthalen-2-yl)-2-tert-butoxyacetate and 2-(pyridin-4-yl)but-3-yn-2-ol. 1H-NMR: 400 MHz, (CD3OD) δ: 8.80 (d, J=5 Hz, 2H), 8.27 (d, J=5H, 2H), 7.80 (d, J=8 Hz, 1H), 7.71 (s, 1H), 7.56 (m, 3H), 7.48 (d, J=8 Hz, 1H), 7.34 (s, 1H), 7.30 (d, J=8 Hz, 1H), 5.16 (s, 1H), 2.61 (s, 3H), 1.83 (s, 3H), 0.9... Starting materials: CNC(=O)C1CNCCC2=C1NC=1C=CC=CC21 (N-methyl 1,2,3,4,5,6-hexahydroazepino[4,5-b]indole-5-carbamide), FC1=CC=C(C(=O)Cl)C=C1 (4-fluorobenzoyl chloride). Product: CNC(=O)C1CN(CCC2=C1NC=1C=CC=CC21)C(C2=CC=C(C=C2)F)=O (N-Methyl 3-(4-Fluorobenzoyl)-1,2,3,4,5,6-Hexahydroazepino[4,5-b]Indole-5-Carbamide). As a reaction SMILES: [CH3:1][NH:2][C:3]([CH:5]1[C:11]2[NH:12][C:13]3[CH:14]=[CH:15][CH:16]=[CH:17][C:18]=3[C:10]=2[CH2:9][CH2:8][NH:7][CH2:6]1)=[O:4].[F:19][C:20]1[CH:28]=[CH:27][C:23]([C:24](Cl)=[O:25])=[CH:22][CH:21]=1>>[CH3:1][NH:2][C:3]([CH:5]1[C:11]2[NH:12][C:13]3[CH:14]=[CH:15][CH:16]=[CH:17][C:18]=3[C:10]=2[CH2:9][CH2:8][N:7]([C:24](=[O:25])[C:23]2[CH:27]=[CH:28][C:20]([F:19])=[CH:21][CH:22]=2)[CH2:6]1)=[O:4]. Procedure: The title compound was prepared in a manner similar to that described in Example 2A by using N-methyl 1,2,3,4,5,6-hexahydroazepino[4,5-b]indole-5-carbamide and 4-fluorobenzoyl chloride; 1H-NMR (CDCl3): δ 9.49 (1H, br s), 7.35 (3H, m), 7.24 (1H, m), 7.14 (4H, m), 4.30 (2H, m), 4.19 (1H, m), 3.69 (2H, m), 3.07 (1H, m), 2.91 (1H, m), 2.78 (3H, br s); MS (ES): 366.2 (MH+). Reactants: C(C)(=O)C1=C(C=C(C(=C1)Br)C)NC(C)=O (N-(2-acetyl-4-bromo-5-methylphenyl)acetamide), COC(OC)N(C)C ((dimethoxymethyl)dimethylamine). Solvent: C1(=CC=CC=C1)C (toluene). Run at temperature 120 celsius, time 16 hour. Yields the product BrC1=CC(=C(C=C1C)NC(C)=O)C(\C=C\N(C)C)=O (N-{4-bromo-2-[(2E)-3-(dimethylamino)prop-2-enoyl]-5-methylphenyl}acetamide). Isolated yield 90.8%. RXN SMILES: [C:1]([C:4]1[CH:9]=[C:8]([Br:10])[C:7]([CH3:11])=[CH:6][C:5]=1[NH:12][C:13](=[O:15])[CH3:14])(=[O:3])[CH3:2].CO[CH:18]([N:21]([CH3:23])[CH3:22])OC>C1(C)C=CC=CC=1>[Br:10][C:8]1[C:7]([CH3:11])=[CH:6][C:5]([NH:12][C:13](=[O:15])[CH3:14])=[C:4]([C:1](=[O:3])/[CH:2]=[CH:18]/[N:21]([CH3:23])[CH3:22])[CH:9]=1. Reported procedure: Under a nitrogen atmosphere, 6.33 g of N-(2-acetyl-4-bromo-5-methylphenyl)acetamide was added to a mixture of 3.3 g of (dimethoxymethyl)dimethylamine and 19 mL of toluene, followed by stirring at 120° C. for 16 hours. The mixture was cooled to room temperature, concentrated, and diisopropyl ether was added thereto and triturated. The powder was collected by filtration, washed with diisopropyl ether, and then dried under reduced pressure to obtain 6.92 g of N-{4-bromo-2-[(2E)-3-(dimethylamino)pro... Reactants: C(C)(=O)NC=1SC=C(C1C(C1=CC=CC=C1)=O)C (2-acetylamino-3-benzoyl-4-methylthiophene), [H-].[Na+] (sodium hydride), O (water), CI (methyl iodide). Run in CN(C=O)C (dimethylformamide). Run at time 30 minute. Product: CN(C=1SC=C(C1C(C1=CC=CC=C1)=O)C)C(C)=O (N-methyl-2-acetylamino-3-benzoyl-4-methylthiophene). As a reaction SMILES: [C:1]([NH:4][C:5]1[S:6][CH:7]=[C:8]([CH3:18])[C:9]=1[C:10](=[O:17])[C:11]1[CH:16]=[CH:15][CH:14]=[CH:13][CH:12]=1)(=[O:3])[CH3:2].[H-].[Na+].[CH3:21]I.O>CN(C)C=O>[CH3:21][N:4]([C:1](=[O:3])[CH3:2])[C:5]1[S:6][CH:7]=[C:8]([CH3:18])[C:9]=1[C:10](=[O:17])[C:11]1[CH:16]=[CH:15][CH:14]=[CH:13][CH:12]=1 |f:1.2|. Reported procedure: To a solution of 1.0 g of 2-acetylamino-3-benzoyl-4-methylthiophene in 20 ml of dimethylformamide is added 0.207 g of 63% sodium hydride. The mixture is stirred at room temperature for 30 minutes. Then 1.64 g of methyl iodide in 4.9 ml of dimethylformaide is added thereto. The mixture is stirred at room temperature for 3 hours, then poured into water, and extracted with benzene. The benzene extracts are washed with water, dried over sodium sulfate, and the solvent is removed under reduced pressu... Starting materials: BrC=1C=NC=CC1CC1C(C2=CC=C(C=C2C1)OC)=O (2-[(3-bromo-4-pyridyl)methyl]-5-methoxy-indan-1-one), C(C)OC(=C)[Sn](CCCC)(CCCC)CCCC ((1-ethoxyvinyl)tri(n-butyl)stannane). The product is C(C)(=O)C=1C=NC=CC1CC1C(C2=CC=C(C=C2C1)OC)=O (2-[(3-acetyl-4-pyridyl)methyl]-5-methoxy-indan-1-one). RXN SMILES: Br[C:2]1[CH:3]=[N:4][CH:5]=[CH:6][C:7]=1[CH2:8][CH:9]1[CH2:17][C:16]2[C:11](=[CH:12][CH:13]=[C:14]([O:18][CH3:19])[CH:15]=2)[C:10]1=[O:20].[CH2:21]([O:23]C([Sn](CCCC)(CCCC)CCCC)=C)[CH3:22]>>[C:21]([C:2]1[CH:3]=[N:4][CH:5]=[CH:6][C:7]=1[CH2:8][CH:9]1[CH2:17][C:16]2[C:11](=[CH:12][CH:13]=[C:14]([O:18][CH3:19])[CH:15]=2)[C:10]1=[O:20])(=[O:23])[CH3:22]. Reported procedure: The title compound 113 is prepared according to the procedure reported in Example 36.5 with compound 106 (235 mg, 0.71 mmol) and (1-ethoxyvinyl)tri(n-butyl)stannane (0.34 mL, 0.99 mmol) as reactants. White solid. (Yield 135 mg, 64%).